From a dataset of the Open Reaction Database (ORD), a public repository of structured organic reaction records. describe an organic reaction: reactants, conditions, products, and yield The reactants are FC=1C=C2N=CC(=NC2=CC1)OC1=CC=C(C=C1)O (4-(6-fluoroquinoxalin-2-yloxy)phenol), C(#N)N(C(C(C)Br)=O)CC (2-bromopropionic acid N-cyano-N-ethylamide), C([O-])([O-])=O.[K+].[K+] (potassium carbonate). Solvent: C(C)#N (acetonitrile). Yields the product C(#N)N(C(C(C)OC1=CC=C(C=C1)OC1=NC2=CC=C(C=C2N=C1)F)=O)CC (2-[4-(6-fluoroquinoxalin-2-yloxy)phenoxy]propionic acid N-cyano-N-ethylamide). Isolated yield 47.9%. As a reaction SMILES: [F:1][C:2]1[CH:3]=[C:4]2[C:9](=[CH:10][CH:11]=1)[N:8]=[C:7]([O:12][C:13]1[CH:18]=[CH:17][C:16]([OH:19])=[CH:15][CH:14]=1)[CH:6]=[N:5]2.[C:20]([N:22]([CH2:28][CH3:29])[C:23](=[O:27])[CH:24](Br)[CH3:25])#[N:21].C(=O)([O-])[O-].[K+].[K+]>C(#N)C>[C:20]([N:22]([CH2:28][CH3:29])[C:23](=[O:27])[CH:24]([O:19][C:16]1[CH:17]=[CH:18][C:13]([O:12][C:7]2[CH:6]=[N:5][C:4]3[C:9](=[CH:10][CH:11]=[C:2]([F:1])[CH:3]=3)[N:8]=2)=[CH:14][CH:15]=1)[CH3:25])#[N:21] |f:2.3.4|. Procedure: 10 g (0.039 mole) of 4-(6-fluoroquinoxalin-2-yloxy)phenol, 9.6 g (0.047 mole) of 2-bromopropionic acid N-cyano-N-ethylamide and 8.1 g (0.058 mole) of potassium carbonate are stirred for 14 hours at room temperature in 100 ml of acetonitrile. The precipitated salts are removed by filtration and the filtrate is concentrated by evaporation. The residue is chromatographed through silica gel eluted with ethyl acetate/hexane (1:3), affording 7.1 g (48% of theory) of 2-[4-(6-fluoroquinoxalin-2-yloxy)ph... The reactants are S1C2=C(C=C1)C(CCC2)NC(C)=O (N-(4,5,6,7-tetrahydrobenzo[b]thien-4-yl)-acetamide), cobaltous acetate, cobaltous bromide tetrahydrate, C(C)(=O)O (acetic acid), C(C(C)C)C(=O)C (methyl isobutyl ketone), C(C(C)C)C(=O)C (methyl isobutyl ketone). The solvent is O (water), [Cl-].[Na+] (sodium chloride), O (water). Reaction conditions: time 25 minute. The product is O=C1CCC(C2=C1SC=C2)NC(C)=O (N-(4,5,6,7-tetrahydro-7-oxobenzo[b]thien-4-yl) acetamide). As a reaction SMILES: [S:1]1[CH:5]=[CH:4][C:3]2[CH:6]([NH:10][C:11](=[O:13])[CH3:12])[CH2:7][CH2:8][CH2:9][C:2]1=2.C(O)(=[O:16])C.C(C(C)=O)C(C)C>O.[Cl-].[Na+]>[O:16]=[C:9]1[C:2]2[S:1][CH:5]=[CH:4][C:3]=2[CH:6]([NH:10][C:11](=[O:13])[CH3:12])[CH2:7][CH2:8]1 |f:4.5|. Reported procedure: A mixture of N-(4,5,6,7-tetrahydrobenzo[b]thien-4-yl)-acetamide (2.0 g; 10.25 m mole), cobaltous acetate (0.49 g; 2.77 m mole), cobaltous bromide tetrahydrate (0.635 g; 2.18 m mole), water (0.4 ml), acetic acid (5.0 ml) and methyl isobutyl ketone (35.0 ml) in suitable flask fitted with a reflux condenser, a gas dispersion tube and a thermometer is stirred vigorously. Air is introduced through the dispersion tube into the turbid blue solution at room temperature for 45 minutes, and then the mixtu... Starting materials: NC1CCC(CC1)C(=O)O (4-amino-1-cyclohexanecarboxylic acid), CCCCCC (hexane), C[Si](C)(C)C=[N+]=[N-] (trimethylsilyldiazomethane). The solvent is ClCCl (dichloromethane), CO (methanol). Reaction conditions: time 21 hour. Product: NC1CCC(CC1)C(=O)OC (methyl 4-amino-1-cyclohexanecarboxylate). Reaction SMILES: [NH2:1][CH:2]1[CH2:7][CH2:6][CH:5]([C:8]([OH:10])=[O:9])[CH2:4][CH2:3]1.[CH3:11]CCCCC.C[Si](C=[N+]=[N-])(C)C>ClCCl.CO>[NH2:1][CH:2]1[CH2:7][CH2:6][CH:5]([C:8]([O:10][CH3:11])=[O:9])[CH2:4][CH2:3]1. Reported procedure: To a solution of 4-amino-1-cyclohexanecarboxylic acid (500 mg) in dichloromethane (20 mL) and methanol (10 mL) was added 10% hexane solution of trimethylsilyldiazomethane (638 mg), and the mixture was stirred for 21 hours at ambient temperature. The mixture was evaporated in vacuo to give methyl 4-amino-1-cyclohexanecarboxylate as a colorless oil (544 mg). Reactants: CCOC(=O)C(C)(C)Oc1ccc(C#N)cc1, Cc1cnccn1, CCCCCC, CC(C)NC(C)C, [Li]CCCC, C1CCOC1, O. The product is CC(C)(Oc1ccc(C#N)cc1)C(=O)Cc1cnccn1. Reaction SMILES: [C:20](#[N:21])[c:22]1[cH:23][cH:24][c:25]([O:26][C:27]([C:28](=[O:29])[O:30][CH2:31][CH3:32])([CH3:33])[CH3:34])[cH:35][cH:36]1.[CH3:13][c:14]1[n:15][cH:16][cH:17][n:18][cH:19]1.[CH3:37][CH2:38][CH2:39][CH2:40][CH2:41][CH3:42].[CH:6]([NH:7][CH:8]([CH3:9])[CH3:10])([CH3:11])[CH3:12].[Li:1][CH2:2][CH2:3][CH2:4][CH3:5].[O:43]1[CH2:44][CH2:45][CH2:46][CH2:47]1.[OH2:48]>>[CH2:13]([c:14]1[n:15][cH:16][cH:17][n:18][cH:19]1)[C:28]([C:27]([O:26][c:25]1[cH:24][cH:23][c:22]([C:20]#[N:21])[cH:36][cH:35]1)([CH3:33])[CH3:34])=[O:29]. Starting materials: CC(C)(C)OC(=O)N1CCC(C(=O)O)CC1, C1CCOC1, Cl, [H][H], [Na+], [OH-]. Product: CC(C)(C)OC(=O)N1CCC(CO)CC1. As a reaction SMILES: [C:1]([CH3:2])([CH3:3])([CH3:4])[O:5][C:6](=[O:7])[N:8]1[CH2:9][CH2:10][CH:11]([C:14](=[O:15])[OH:16])[CH2:12][CH2:13]1.[CH2:22]1[O:23][CH2:24][CH2:25][CH2:26]1.[ClH:19].[H:17][H:18].[Na+:21].[OH-:20]>>[C:1]([CH3:2])([CH3:3])([CH3:4])[O:5][C:6](=[O:7])[N:8]1[CH2:9][CH2:10][CH:11]([CH2:14][OH:15])[CH2:12][CH2:13]1. The reagents and catalysts are S(O)(O)(=O)=O (sulfuric acid). Run in CO (methanol). Conditions: temperature 90 celsius. RXN SMILES: [F:1][C:2]([F:11])([F:10])[C:3]1[CH:9]=[CH:8][C:6]([NH2:7])=[CH:5][CH:4]=1.[CH3:12]OC(OC)OC>S(=O)(=O)(O)O.CO>[CH3:12][NH:7][C:6]1[CH:8]=[CH:9][C:3]([C:2]([F:10])([F:11])[F:1])=[CH:4][CH:5]=1. Procedure: A mixture of 4-trifluoromethylaniline (6.7 g), trimethylorthoformate (6.6 g) and sulfuric acid (0.22 g) was heated at 90° C. and the methanol formed in the reaction was allowed to distill off. Additional trimethylorthoformate (4 mL) was added twice more. After each addition the reaction mixture was distilled. A final aliquot trimethylorthoformate (5 mL) was added and the reaction mixture was heated at 150° C. for four hours. The reaction mixture was cooled and partitioned between saturated aqueo... The reactants are FC(C1=CC=C(N)C=C1)(F)F (4-trifluoromethylaniline), COC(OC)OC (trimethylorthoformate). Yield: 79.6%. Product: CNC1=CC=C(C=C1)C(F)(F)F (N-methyl-4-trifluoromethylaniline). Reactants: CC(C)(C)c1cccc(NC(=O)c2ccc(N3CCN(c4ccc(C(=O)O)cc4)CC3)nc2)c1, CCOC(=O)c1ccc(N2CCN(c3ccc(C(=O)Nc4ccc(C)c(I)c4)cn3)CC2)cc1, CO, ClCCl, CN(C)C=O. The product is Cc1ccc(NC(=O)c2ccc(N3CCN(c4ccc(C(=O)O)cc4)CC3)nc2)cc1I. RXN SMILES: [C:35]([c:36]1[cH:37][c:38]([NH:39][C:40]([c:41]2[cH:42][cH:43][c:44]([N:45]3[CH2:46][CH2:47][N:48]([c:49]4[cH:50][cH:51][c:52]([C:53]([OH:54])=[O:55])[cH:56][cH:57]4)[CH2:58][CH2:59]3)[n:60][cH:61]2)=[O:62])[cH:63][cH:64][cH:65]1)([CH3:66])([CH3:67])[CH3:68].[CH2:1]([CH3:2])[O:3][C:4]([c:5]1[cH:6][cH:7][c:8]([N:11]2[CH2:12][CH2:13][N:14]([c:17]3[n:18][cH:19][c:20]([C:23]([NH:24][c:25]4[cH:26][c:27]([I:32])[c:28]([CH3:31])[cH:29][cH:30]4)=[O:33])[cH:21][cH:22]3)[CH2:15][CH2:16]2)[cH:9][cH:10]1)=[O:34].[CH3:69][OH:70].[Cl:76][CH2:77][Cl:78].[O:71]=[CH:72][N:73]([CH3:74])[CH3:75]>>[O:3]=[C:4]([c:5]1[cH:6][cH:7][c:8]([N:11]2[CH2:12][CH2:13][N:14]([c:17]3[n:18][cH:19][c:20]([C:23]([NH:24][c:25]4[cH:26][c:27]([I:32])[c:28]([CH3:31])[cH:29][cH:30]4)=[O:33])[cH:21][cH:22]3)[CH2:15][CH2:16]2)[cH:9][cH:10]1)[OH:34].